The task is: describe an organic reaction: reactants, conditions, products, and yield. This data is from the Open Reaction Database (ORD), a public repository of structured organic reaction records. The reactants are O (H2O), N1C=NC=C1 (imidazole), ClC1=C(C=O)C=CC(=C1)O (2-chloro-4-hydroxybenzaldehyde), C(C)(C)(C)[Si](Cl)(C1=CC=CC=C1)C1=CC=CC=C1 (t-butyldiphenylchlorosilane). The solvent is C(Cl)Cl (CH2Cl2), C(Cl)Cl (CH2Cl2). Reaction conditions: time 8 hour. Yields the product [Si](C1=CC=CC=C1)(C1=CC=CC=C1)(C(C)(C)C)OC1=CC(=C(C=O)C=C1)Cl (4-{[t-Butyl(diphenyl)silyl]oxy}-2-chlorobenzaldehyde). Yield: 107.2%. RXN SMILES: N1C=CN=C1.[Cl:6][C:7]1[CH:14]=[C:13]([OH:15])[CH:12]=[CH:11][C:8]=1[CH:9]=[O:10].[C:16]([Si:20]([C:28]1[CH:33]=[CH:32][CH:31]=[CH:30][CH:29]=1)([C:22]1[CH:27]=[CH:26][CH:25]=[CH:24][CH:23]=1)Cl)([CH3:19])([CH3:18])[CH3:17].O>C(Cl)Cl>[Si:20]([O:15][C:13]1[CH:12]=[CH:11][C:8]([CH:9]=[O:10])=[C:7]([Cl:6])[CH:14]=1)([C:16]([CH3:19])([CH3:18])[CH3:17])([C:28]1[CH:29]=[CH:30][CH:31]=[CH:32][CH:33]=1)[C:22]1[CH:27]=[CH:26][CH:25]=[CH:24][CH:23]=1. Reported procedure: To a solution of imidazole (4.28 g, 62.89 mmol) and 2-chloro-4-hydroxybenzaldehyde (8.95 g, 57.16 mmol) in CH2Cl2 (500 ml)was added dropwise a solution of t-butyldiphenylchlorosilane (17.27 g, 62.86 mmol) in CH2Cl2, (200 mL). The solution was stirred overnight at ambient temperature. The mixture was then poured into H2O (500 mL) and the organic layer washed with NaHCO3, H2O, brine, and dried (MgSO4). The solvent was removed in vacuo to provide 24.2 g of the title compound. Yields the product COc1cc(N)c(N)cc1C(N)=O. As a reaction SMILES: [C:18].[CH3:16][OH:17].[NH2:1][c:2]1[c:3]([N+:13]([O-:14])=[O:15])[cH:4][c:5]([O:11][CH3:12])[c:6]([C:7](=[O:8])[NH2:9])[cH:10]1.[Pd:19]>>[NH2:1][c:2]1[c:3]([NH2:13])[cH:4][c:5]([O:11][CH3:12])[c:6]([C:7](=[O:8])[NH2:9])[cH:10]1. The reactants are C, CO, COc1cc([N+](=O)[O-])c(N)cc1C(N)=O, [Pd]. The reactants are CO, Cl, NC(Cc1cc(I)c(Oc2cc(I)c(O)c(I)c2)c(I)c1)C(=O)O, O. Product: NC(Cc1cc(I)c(Oc2cc(I)c(O)c(I)c2)c(I)c1)C(=O)O. RXN SMILES: [CH3:25][OH:26].[ClH:27].[NH2:1][CH:2]([CH2:3][c:4]1[cH:5][c:6]([I:7])[c:8]([O:9][c:10]2[cH:11][c:12]([I:13])[c:14]([OH:15])[c:16]([I:17])[cH:18]2)[c:19]([I:20])[cH:21]1)[C:22]([OH:23])=[O:24].[OH2:28]>>[NH2:1][CH:2]([CH2:3][c:4]1[cH:5][c:6]([I:7])[c:8]([O:9][c:10]2[cH:11][c:12]([I:13])[c:14]([OH:15])[c:16]([I:17])[cH:18]2)[c:19]([I:20])[cH:21]1)[C:22](=[O:23])[OH:24].